The task is: describe an organic reaction: reactants, conditions, products, and yield. This data is from the Open Reaction Database (ORD), a public repository of structured organic reaction records. Starting materials: C1(C=CC=C1)[Ti](Cl)(Cl)Cl (cyclopentadienyltitanium(IV) chloride), C1(CCCCC1)N=CC(=CC1=CC=CC=C1)C (1-cyclohexyl-3-methyl-4-phenyl-1-aza-buta-1,3-diene), [Mg] (magnesium). Run in C1CCOC1 (THF). Yields the product Cl[Ti]1(N(C=C(C1C1=CC=CC=C1)C)C1CCCCC1)C1C=CC=C1 (2-chloro-2-cyclopentadienyl-1-cyclohexyl-4-methyl-3-phenyl-1-aza-2-titana-cyclopent-4-ene). Isolated yield 50.9%. RXN SMILES: [CH:1]1([Ti:6]([Cl:9])(Cl)Cl)[CH:5]=[CH:4][CH:3]=[CH:2]1.[CH:10]1([N:16]=[CH:17][C:18]([CH3:26])=[CH:19][C:20]2[CH:25]=[CH:24][CH:23]=[CH:22][CH:21]=2)[CH2:15][CH2:14][CH2:13][CH2:12][CH2:11]1.[Mg]>C1COCC1>[Cl:9][Ti:6]1([CH:1]2[CH:2]=[CH:3][CH:4]=[CH:5]2)[CH:19]([C:20]2[CH:25]=[CH:24][CH:23]=[CH:22][CH:21]=2)[C:18]([CH3:26])=[CH:17][N:16]1[CH:10]1[CH2:15][CH2:14][CH2:13][CH2:12][CH2:11]1. Reported procedure: To a solution of 5 g (22.79 mmol) cyclopentadienyltitanium(IV) chloride in 100 ml THF were added 5.18 g (22.79 mmol) 1-cyclohexyl-3-methyl-4-phenyl-1-aza-buta-1,3-diene and 0.55 g magnesium and the mixture was stirred at room temperature until the metal was fully reacted. The solvent was then removed to dryness in vacuo and the residue was extracted with 50 ml diethyl ether. 4.36 g 2-chloro-2-cyclopentadienyl-1-cyclohexyl-4-methyl-3-phenyl-1-aza-2-titana-cyclopent-4-ene were isolated from the di... The reactants are C[Si](N[Si](C)(C)C)(C)C (hexamethyldisilazane), 0.49, SC1=CN=NN1 (5-mercapto-1,2,3-(1H)-triazole), S1(=O)(=O)NC(=O)C2=CC=CC=C12 (saccharin), N (ammonia), OS(=O)(=O)O (H2SO4). Solvent: ClCCl (dichloromethane), C(C)(=O)OCC (ethyl acetate). The product is C[Si](N1N=NC=C1S[Si](C)(C)C)(C)C (1-trimethylsilyl-5-trimethylsilylthio-1,2,3-triazole). Isolated yield 96.0%. As a reaction SMILES: C[Si](C)(C)[NH:3][Si:4]([CH3:7])([CH3:6])[CH3:5].[SH:10][C:11]1N[N:14]=[N:13][CH:12]=1.S1(C2C(=CC=CC=2)C(=O)N1)(=O)=O.N.OS(O)(=O)=O>ClCCl.C(OCC)(=O)C>[CH3:7][Si:4]([CH3:5])([CH3:6])[N:3]1[C:11]([S:10][Si:4]([CH3:7])([CH3:6])[CH3:5])=[CH:12][N:13]=[N:14]1. Procedure: 1.52 ml of hexamethyldisilazane (7.3 mmoles) were added to a refluxing mixture of 0.49 (4.86 mmoles) of 5-mercapto-1,2,3-(1H)-triazole, 5 mg (0.207 mmole) of saccharin, 10 ml of ethyl acetate and 15 ml of dichloromethane and the ammonia evolved was titrated with 1 N H2SO4 by the method described in Example 1A. It was found that 2 equivalents (4.9 mmoles) were evolved after refluxing for 30 minutes. Volatile materials were evaporated in vacuo to obtain 1.19 g (96%) of 1-trimethylsilyl-5-trimethyl... Isolated yield 99.0%. Procedure details: A suspension of the product of Example 35I (0-99 g) in water (2 mL) was treated with 0.997N sodium hydroxide solution (0.213 mL, 0.212 mmol) and stirred at 25° C. for 1 hour. The solution was lyophilized to give the title compound (0.104 g, 99%). 1H NMR (300 MHz, DMSO-d6): δ ppm 0.59 (m, 1 H) 0.74 (m, 9 H) 0.95 (m, 5 H) 1.39 (m, 3 H) 1.72 (m, 1 H) 2.14 (m, 1 H) 7.30 (m, 3 H) 7.50 (m, 3 H) 7.65 (m, 1 H) 8.05 (m, 1 H) 15.45 (m, 1 H). MS (ESI−) m/z 465 (M−H)−. RXN SMILES: [CH3:1][C:2]([CH3:33])([CH3:32])[CH2:3][CH2:4][CH2:5][CH2:6][C:7]1([CH3:31])[C:16]2[C:11](=[CH:12][CH:13]=[CH:14][CH:15]=2)[C:10]([OH:17])=[C:9]([C:18]2[NH:23][C:22]3[CH:24]=[CH:25][CH:26]=[CH:27][C:21]=3[S:20](=[O:29])(=[O:28])[N:19]=2)[C:8]1=[O:30].[OH-].[Na+:35]>O>[CH3:1][C:2]([CH3:33])([CH3:32])[CH2:3][CH2:4][CH2:5][CH2:6][C:7]1([CH3:31])[C:16]2[C:11](=[CH:12][CH:13]=[CH:14][CH:15]=2)[C:10]([O-:17])=[C:9]([C:18]2[NH:23][C:22]3[CH:24]=[CH:25][CH:26]=[CH:27][C:21]=3[S:20](=[O:29])(=[O:28])[N:19]=2)[C:8]1=[O:30].[Na+:35] |f:1.2,4.5|. Reaction conditions: temperature 25 celsius, time 1 hour. Yields the product CC(CCCCC1(C(C(=C(C2=CC=CC=C12)[O-])C1=NS(C2=C(N1)C=CC=C2)(=O)=O)=O)C)(C)C.[Na+] (Sodium 4-(5,5-dimethylhexyl)-2-(1,1-dioxido-4H-1,2,4-benzothiadiazin-3-yl)-4-methyl-3-oxo-3,4-dihydronaphthalen-1-olate). Starting materials: CC(CCCCC1(C(C(=C(C2=CC=CC=C12)O)C1=NS(C2=C(N1)C=CC=C2)(=O)=O)=O)C)(C)C (1-(5,5-dimethylhexyl)-3-(1,1-dioxido-4H-1,2,4-benzothiadiazin-3-yl)-4-hydroxy-1-methylnaphthalen-2(1 H)-one), [OH-].[Na+] (sodium hydroxide). The solvent is O (water). Starting materials: C(=O)([O-])[O-].[K+].[K+] (K2CO3), C(C)(C)(C)C=1C=C2C=NN(C(C2=C(C1)F)=O)C1=C(COC(C)=O)C(=CC=C1)C=1C=C(C=2N(C1)C=CN2)NC2=CC=C(C=C2)C(=O)N2CCOCC2 (Acetic acid 2-(6-tert-butyl-8-fluoro-1-oxo-1H-phthalazin-2-yl)-6-{8-[4-(morpholine-4-carbonyl)-phenylamino]-imidazo[1,2-a]pyridin-6-yl}-benzyl ester), O (water). Solvent: CO (methanol). Run at time 2 hour. Product: C(C)(C)(C)C=1C=C2C=NN(C(C2=C(C1)F)=O)C1=C(C(=CC=C1)C=1C=C(C=2N(C1)C=CN2)NC2=CC=C(C=C2)C(=O)N2CCOCC2)CO (6-tert-Butyl-8-fluoro-2-(2-hydroxymethyl-3-{8-[4-(morpholine-4-carbonyl)-phenylamino]-imidazo[1,2-a]pyridin-6-yl}-phenyl)-2H-phthalazin-1-one). Isolated yield 16.0%. RXN SMILES: [C:1]([C:5]1[CH:6]=[C:7]2[C:12](=[C:13]([F:15])[CH:14]=1)[C:11](=[O:16])[N:10]([C:17]1[CH:27]=[CH:26][CH:25]=[C:24]([C:28]3[CH:29]=[C:30]([NH:37][C:38]4[CH:43]=[CH:42][C:41]([C:44]([N:46]5[CH2:51][CH2:50][O:49][CH2:48][CH2:47]5)=[O:45])=[CH:40][CH:39]=4)[C:31]4[N:32]([CH:34]=[CH:35][N:36]=4)[CH:33]=3)[C:18]=1[CH2:19][O:20]C(=O)C)[N:9]=[CH:8]2)([CH3:4])([CH3:3])[CH3:2].C([O-])([O-])=O.[K+].[K+].O>CO>[C:1]([C:5]1[CH:6]=[C:7]2[C:12](=[C:13]([F:15])[CH:14]=1)[C:11](=[O:16])[N:10]([C:17]1[CH:27]=[CH:26][CH:25]=[C:24]([C:28]3[CH:29]=[C:30]([NH:37][C:38]4[CH:39]=[CH:40][C:41]([C:44]([N:46]5[CH2:47][CH2:48][O:49][CH2:50][CH2:51]5)=[O:45])=[CH:42][CH:43]=4)[C:31]4[N:32]([CH:34]=[CH:35][N:36]=4)[CH:33]=3)[C:18]=1[CH2:19][OH:20])[N:9]=[CH:8]2)([CH3:4])([CH3:2])[CH3:3] |f:1.2.3|. Procedure: Acetic acid 2-(6-tert-butyl-8-fluoro-1-oxo-1H-phthalazin-2-yl)-6-{8-[4-(morpholine-4-carbonyl)-phenylamino]-imidazo[1,2-a]pyridin-6-yl}-benzyl ester (200 mg, 0.29 mmol) was dissolved in methanol (10 ml). To this solution was added K2CO3 (80 mg, 0.58 mmol) and the mixture was stirred at room temperature for 2 hours. After the completion of the reaction, the mixture was poured into water (10 ml), extracted by DCM (100 ml). The organic extracts were washed with saturated aqueous solution of sodium ... Starting materials: O[C@H]1CC(=O)OC1 ((S)-3-Hydroxy-γ-butyrolactone), C(C=C)Cl (allyl chloride), CN1C(N(CC1)C)=O (1,3-dimethyl-2-imidazolidinone), C[Si]([N-][Si](C)(C)C)(C)C.[Li+] (Lithium hexamethyldisilazide), [Cl-].[NH4+] (ammonium chloride). Solvent: C1CCOC1 (THF), C1CCOC1 (THF). Run at temperature -45 celsius, time 30 minute. Yields the product C(C=C)[C@@H]1C(=O)OC[C@H]1O ((2S,3S)-2-allyl-3-hydroxy-γ-butyrolactone). Yield: 75.0%. Reaction SMILES: C[Si](C)(C)[N-][Si](C)(C)C.[Li+].[OH:11][C@@H:12]1[CH2:17][O:16][C:14](=[O:15])[CH2:13]1.[CH2:18](Cl)[CH:19]=[CH2:20].CN1CCN(C)C1=O.[Cl-].[NH4+]>C1COCC1>[CH2:20]([C@H:13]1[C@H:12]([OH:11])[CH2:17][O:16][C:14]1=[O:15])[CH:19]=[CH2:18] |f:0.1,5.6|. Reported procedure: Lithium hexamethyldisilazide (5.1 ml, 5.1 mmol) was loaded under argon gas in a reaction vessel. (S)-3-Hydroxy-γ-butyrolactone (0.250 g, 2.449 mmol) in THF (5 ml) was added thereto under cooling to −45° C. After stirring for 30 minutes at the same temperature, allyl chloride (0.24 ml, 2,94 mmol) and 1,3-dimethyl-2-imidazolidinone (0.7 ml) in THF (5 ml) was dropped thereto. After stirring for 30 minutes at the same temperature, an aqueous saturated ammonium chloride was added to the reaction mixt... Starting materials: C([O-])([O-])=O.[Na+].[Na+] (sodium carbonate), COC1=NC(=NC(=N1)NC1CCNCC1)NCCO (2-[4-methoxy-6-(piperidin-4-ylamino)-[1,3,5]triazin-2-ylamino]-ethanol), C(C)OC=1C=C(C=O)C=C(C1F)OCC (3,5-diethoxy-4-fluoro-benzaldehyde), C(C)N(C(C)C)C(C)C (N-ethyl diisopropylamine), C(C)(=O)O (acetic acid), C(#N)[BH3-].[Na+] (sodium cyanoborohydride). Solvent: O (water), C(C)O (ethanol). Conditions: temperature 50 celsius. Product: C(C)OC=1C=C(CN2CCC(CC2)NC2=NC(=NC(=N2)OC)NCCO)C=C(C1F)OCC (2-{4-[1-(3,5-Diethoxy-4-fluoro-benzyl)-piperidin-4-ylamino]-6-methoxy-[1,3,5]triazin-2-ylamino}-ethanol). Yield: 45.5%. RXN SMILES: [CH3:1][O:2][C:3]1[N:8]=[C:7]([NH:9][CH:10]2[CH2:15][CH2:14][NH:13][CH2:12][CH2:11]2)[N:6]=[C:5]([NH:16][CH2:17][CH2:18][OH:19])[N:4]=1.[CH2:20]([O:22][C:23]1[CH:24]=[C:25]([CH:28]=[C:29]([O:32][CH2:33][CH3:34])[C:30]=1[F:31])[CH:26]=O)[CH3:21].C(N(C(C)C)C(C)C)C.C(O)(=O)C.C([BH3-])#N.[Na+].C(=O)([O-])[O-].[Na+].[Na+]>C(O)C.O>[CH2:20]([O:22][C:23]1[CH:24]=[C:25]([CH:28]=[C:29]([O:32][CH2:33][CH3:34])[C:30]=1[F:31])[CH2:26][N:13]1[CH2:12][CH2:11][CH:10]([NH:9][C:7]2[N:8]=[C:3]([O:2][CH3:1])[N:4]=[C:5]([NH:16][CH2:17][CH2:18][OH:19])[N:6]=2)[CH2:15][CH2:14]1)[CH3:21] |f:4.5,6.7.8|. Procedure: To a solution of 2-[4-methoxy-6-(piperidin-4-ylamino)-[1,3,5]triazin-2-ylamino]-ethanol (0.19 g, 0.71 mmol, 1.0 equiv; intermediate C26) and 3,5-diethoxy-4-fluoro-benzaldehyde (0.17 g, 0.78 mmol, 1.1 equiv; intermediate D12) in ethanol (10 mL) under an atmosphere of Ar was added N-ethyl diisopropylamine (0.28 mL, 0.21 g, 1.63 mmol, 2.29 equiv) and glacial acetic acid (0.10 mL, 0.10 g, 1.67 mmol, 2.35 equiv) and the mixture heated to 50° C. for 2 h. After cooling down to 30° C., sodium cyanoboroh... Product: CC(C)Nc1cccc(CCOc2ccc(-c3cc(O)no3)cc2)c1. Reaction SMILES: [C:1](=[O:2])([C:3]([CH3:4])([CH3:5])[CH3:6])[O:7][c:8]1[n:9][o:10][c:11](-[c:13]2[cH:14][cH:15][c:16]([O:19][CH2:20][CH2:21][c:22]3[cH:23][c:24]([NH:28][CH:29]([CH3:30])[CH3:31])[cH:25][cH:26][cH:27]3)[cH:17][cH:18]2)[cH:12]1.[CH3:45][OH:46].[Na+:48].[OH-:47].[OH:32][C:33]([CH2:34][C:35]([C:36](=[O:37])[OH:38])([CH2:39][C:40](=[O:41])[OH:42])[OH:43])=[O:44]>>[OH:7][c:8]1[n:9][o:10][c:11](-[c:13]2[cH:14][cH:15][c:16]([O:19][CH2:20][CH2:21][c:22]3[cH:23][c:24]([NH:28][CH:29]([CH3:30])[CH3:31])[cH:25][cH:26][cH:27]3)[cH:17][cH:18]2)[cH:12]1. Reactants: CC(C)Nc1cccc(CCOc2ccc(-c3cc(OC(=O)C(C)(C)C)no3)cc2)c1, CO, [Na+], [OH-], O=C(O)CC(O)(CC(=O)O)C(=O)O.